This data is from the Open Reaction Database (ORD), a public repository of structured organic reaction records. The task is: describe an organic reaction: reactants, conditions, products, and yield The reactants are ClC1=C(C(=NC(=N1)SCCC)N[C@H]1[C@@H]([C@@H]([C@H](C1)OCCO)O)O)[N+](=O)[O-] ((1S,2S,3R,5S)-3-((6-chloro-5-nitro-2-(propylthio)pyrimidin-4-yl)amino)-5-(2-hydroxyethoxy)cyclopentane-1,2-diol), [H][H] (hydrogen), N(=O)[O-].[Na+] (sodium nitrite). The reagents and catalysts are [Pt] (platinum on carbon). Solvent: C(C)(=O)O (acetic acid), C(C)(=O)OCC (ethyl acetate). Run at time 1 hour. Product: ClC=1C2=C(N=C(N1)SCCC)N(N=N2)[C@H]2[C@@H]([C@@H]([C@H](C2)OCCO)O)O ((1S,2S,3R,5S)-3-(7-chloro-5-(propylthio)-3H-[1,2,3]triazolo[4,5-d]pyrimidin-3-yl)-5-(2-hydroxyethoxy)cyclopentane-1,2-diol). Yield: 71.3%. Reaction SMILES: [Cl:1][C:2]1[N:7]=[C:6]([S:8][CH2:9][CH2:10][CH3:11])[N:5]=[C:4]([NH:12][C@@H:13]2[CH2:17][C@H:16]([O:18][CH2:19][CH2:20][OH:21])[C@@H:15]([OH:22])[C@H:14]2[OH:23])[C:3]=1[N+:24]([O-])=O.[H][H].[N:29]([O-])=O.[Na+]>C(O)(=O)C.[Pt].C(OCC)(=O)C>[Cl:1][C:2]1[C:3]2[N:24]=[N:29][N:12]([C@@H:13]3[CH2:17][C@H:16]([O:18][CH2:19][CH2:20][OH:21])[C@@H:15]([OH:22])[C@H:14]3[OH:23])[C:4]=2[N:5]=[C:6]([S:8][CH2:9][CH2:10][CH3:11])[N:7]=1 |f:2.3|. Reported procedure: The solution of (1S,2S,3R,5S)-3-((6-chloro-5-nitro-2-(propylthio)pyrimidin-4-yl)amino)-5-(2-hydroxyethoxy)cyclopentane-1,2-diol (OLACIN; 0.74 g, 1.8 mmol) in acetic acid (15 mL) was hydrogenated for 5 h in the presence of platinum on carbon (5%; 0.11 g, 1.5 mol %) at 10 bar hydrogen pressure. The catalyst was filtered trough celite and washed with ethyl acetate (5 mL). The analysis of the filtrate confirmed complete conversion of the starting material and 95 area % HPLC purity of the intermediat... Starting materials: 6c, FC(OC1=CC=C(C=C1)NC(C1=C(C=C(C(=C1)N)NCC(F)F)N1C[C@@H](CC1)F)=O)(F)F ((R)—N-(4-trifluoromethoxyphenyl)-2-[3-fluoro-pyrrolidinyl]-4-(2,2-difluoro-ethylamino)-5-amino-benzoic acid amide), ClC1=C(CNC(C(C)(C)C)=O)C=CC(=C1N=C=S)Cl (N-(2,4-dichloro-3-isothiocyanato-benzyl)-2,2-dimethyl-propionamide), CC(N=C=NC(C)C)C (DIC). The solvent is C1CCOC1 (THF). The product is FC(OC1=CC=C(C=C1)NC(=O)C1=CC2=C(N(C(=N2)NC2=C(C(=CC=C2Cl)CNC(C(C)(C)C)=O)Cl)CC(F)F)C=C1N1C[C@@H](CC1)F)(F)F ((R)—N-(4-Trifluoromethoxy-phenyl)-2-{2,6-dichloro-3-[(2,2-dimethyl-propionylamino)-methyl]-phenylamino}-6-[3-fluoro-pyrrolidinyl]-1-(2,2-difluorethyl)-1H-benzimidazole-5-carboxylic acid amide). RXN SMILES: [F:1][C:2]([F:32])([F:31])[O:3][C:4]1[CH:9]=[CH:8][C:7]([NH:10][C:11](=[O:30])[C:12]2[CH:17]=[C:16]([NH2:18])[C:15]([NH:19][CH2:20][CH:21]([F:23])[F:22])=[CH:14][C:13]=2[N:24]2[CH2:28][CH2:27][C@@H:26]([F:29])[CH2:25]2)=[CH:6][CH:5]=1.[Cl:33][C:34]1[C:47]([N:48]=[C:49]=S)=[C:46]([Cl:51])[CH:45]=[CH:44][C:35]=1[CH2:36][NH:37][C:38](=[O:43])[C:39]([CH3:42])([CH3:41])[CH3:40].CC(C)N=C=NC(C)C>C1COCC1>[F:32][C:2]([F:31])([F:1])[O:3][C:4]1[CH:9]=[CH:8][C:7]([NH:10][C:11]([C:12]2[C:13]([N:24]3[CH2:28][CH2:27][C@@H:26]([F:29])[CH2:25]3)=[CH:14][C:15]3[N:19]([CH2:20][CH:21]([F:23])[F:22])[C:49]([NH:48][C:47]4[C:46]([Cl:51])=[CH:45][CH:44]=[C:35]([CH2:36][NH:37][C:38](=[O:43])[C:39]([CH3:40])([CH3:41])[CH3:42])[C:34]=4[Cl:33])=[N:18][C:16]=3[CH:17]=2)=[O:30])=[CH:6][CH:5]=1. Procedure: The title compound is prepared in analogy to 6c from (R)—N-(4-trifluoromethoxyphenyl)-2-[3-fluoro-pyrrolidinyl]-4-(2,2-difluoro-ethylamino)-5-amino-benzoic acid amide (94 mg, 0.20 mmol), and N-(2,4-dichloro-3-isothiocyanato-benzyl)-2,2-dimethyl-propionamide (64 mg, 0.20 mmol), DIC (62 μL, 0.40 mmol) and THF (10 mL). Starting materials: Cc1cc(N)ccc1Br, ClCCl, Cc1ccccc1, Cc1ccc(S(=O)(=O)N=C=O)cc1. Yields the product Cc1ccc(S(=O)(=O)NC(=O)Nc2ccc(Br)c(C)c2)cc1. RXN SMILES: [Br:1][c:2]1[c:3]([CH3:9])[cH:4][c:5]([NH2:6])[cH:7][cH:8]1.[CH2:30]([Cl:31])[Cl:32].[CH3:23][c:24]1[cH:25][cH:26][cH:27][cH:28][cH:29]1.[c:10]1([CH3:22])[cH:11][cH:12][c:13]([S:16](=[O:17])(=[O:18])[N:19]=[C:20]=[O:21])[cH:14][cH:15]1>>[Br:1][c:2]1[c:3]([CH3:9])[cH:4][c:5]([NH:6][C:20]([NH:19][S:16]([c:13]2[cH:12][cH:11][c:10]([CH3:22])[cH:15][cH:14]2)(=[O:17])=[O:18])=[O:21])[cH:7][cH:8]1. The reactants are CCCCBr, CC(C)=O, [K+], [K+], O=C([O-])[O-], Cc1ccc(CC#N)cc1O. The product is CCCCOc1cc(CC#N)ccc1C. As a reaction SMILES: [Br:18][CH2:19][CH2:20][CH2:21][CH3:22].[CH3:23][C:24](=[O:25])[CH3:26].[K+:12].[K+:13].[O-:14][C:15]([O-:16])=[O:17].[OH:1][c:2]1[cH:3][c:4]([CH2:9][C:10]#[N:11])[cH:5][cH:6][c:7]1[CH3:8]>>[O:1]([c:2]1[cH:3][c:4]([CH2:9][C:10]#[N:11])[cH:5][cH:6][c:7]1[CH3:8])[CH2:19][CH2:20][CH2:21][CH3:22]. The reactants are COC=1C=C(C=CC#N)C=CC1OC (3,4-Dimethoxycinnamonitrile). Solvent: CCO (EtOH), Cl (HCl), [Pd] (Pd/C). Product: COC=1C=C(C=CC1OC)CCCN (3-(3,4-dimethoxyphenyl)propylamine). The yield is 98.3%. As a reaction SMILES: [CH3:1][O:2][C:3]1[CH:4]=[C:5]([CH:10]=[CH:11][C:12]=1[O:13][CH3:14])[CH:6]=[CH:7][C:8]#[N:9]>CCO.Cl.[Pd]>[CH3:1][O:2][C:3]1[CH:4]=[C:5]([CH2:6][CH2:7][CH2:8][NH2:9])[CH:10]=[CH:11][C:12]=1[O:13][CH3:14]. Reported procedure: 3,4-Dimethoxycinnamonitrile (5 g) was dissolved in a mixture of EtOH (100 mL) and conc. HCl (10 mL) and hydrogenated with 10% Pd/C (wet, Degussa Type E101, Aldrich) at 65 psi on a Pan shaker for 70 h. The reaction mixture was filtered over Celite and the filtrate was concentrated to remove most of the EtOH. The residue was extracted twice with Et2O (discarded) and then cooled with ice and made strongly basic with 10 M aq. NaOH solution. The basic aqueous layer was extracted with Et2O and the org... The reactants are Cl(=O)(=O)(=O)[O-].C(CCC)[N+]1=C(C2=C3C(C=CC=C13)=CC=C2)C=CC=CC=CC=C2N(C1=CC=CC=3C1=C2C=CC3)CCCC (1-butyl-2-[7-(1-butyl-1H-benzo[cd]indol-2-ylidene)hepta-1,3,5-trien-1-yl]-benzo[cd]indol-1-ium perchlorate), FC(C(C(F)(F)F)OC(C(C)(C)C)=O)(S(=O)(=O)[O-])F.[Na+] (sodium 1,1,3,3,3-pentafluoro-2-(pivaloyloxy)propanesulfonate), O (water). The solvent is C(Cl)Cl (methylene chloride). Conditions: time 8 hour. Yields the product FC(C(C(F)(F)F)OC(C(C)(C)C)=O)(S(=O)(=O)[O-])F.C(CCC)[N+]1=C(C2=C3C(C=CC=C13)=CC=C2)C=CC=CC=CC=C2N(C1=CC=CC=3C1=C2C=CC3)CCCC (1-butyl-2-[7-(1-butyl-1H-benzo[cd]indol-2-ylidene)-hepta-1,3,5-trien-1-yl]-benzo[cd]indol-1-ium 1,1,3,3,3-pentafluoro-2-(pivaloyloxy)propanesulfonate). Isolated yield 93.0%. RXN SMILES: Cl([O-])(=O)(=O)=O.[CH2:6]([N+:10]1[C:18]2[C:13]3[C:14](=[CH:19][CH:20]=[CH:21][C:12]=3[C:11]=1[CH:22]=[CH:23][CH:24]=[CH:25][CH:26]=[CH:27][CH:28]=[C:29]1[C:37]3[CH:38]=[CH:39][CH:40]=[C:35]4[C:36]=3[C:31](=[CH:32][CH:33]=[CH:34]4)[N:30]1[CH2:41][CH2:42][CH2:43][CH3:44])[CH:15]=[CH:16][CH:17]=2)[CH2:7][CH2:8][CH3:9].[F:45][C:46]([F:63])([S:59]([O-:62])(=[O:61])=[O:60])[CH:47]([O:52][C:53](=[O:58])[C:54]([CH3:57])([CH3:56])[CH3:55])[C:48]([F:51])([F:50])[F:49].[Na+].O>C(Cl)Cl>[F:63][C:46]([F:45])([S:59]([O-:62])(=[O:60])=[O:61])[CH:47]([O:52][C:53](=[O:58])[C:54]([CH3:56])([CH3:57])[CH3:55])[C:48]([F:49])([F:51])[F:50].[CH2:6]([N+:10]1[C:18]2[C:13]3[C:14](=[CH:19][CH:20]=[CH:21][C:12]=3[C:11]=1[CH:22]=[CH:23][CH:24]=[CH:25][CH:26]=[CH:27][CH:28]=[C:29]1[C:37]3[CH:38]=[CH:39][CH:40]=[C:35]4[C:36]=3[C:31](=[CH:32][CH:33]=[CH:34]4)[N:30]1[CH2:41][CH2:42][CH2:43][CH3:44])[CH:15]=[CH:16][CH:17]=2)[CH2:7][CH2:8][CH3:9] |f:0.1,2.3,6.7|. Reported procedure: A mixture of 1.2 g (2 mmol) of 1-butyl-2-[7-(1-butyl-1H-benzo[cd]indol-2-ylidene)hepta-1,3,5-trien-1-yl]-benzo[cd]indol-1-ium perchlorate, 6.1 g (3 mmol) of sodium 1,1,3,3,3-pentafluoro-2-(pivaloyloxy)propanesulfonate aqueous solution, 10 g of water, and 25 g of methylene chloride was stirred overnight at room temperature, whereupon the organic layer was taken out. The organic layer was washed with water, concentrated in vacuum, combined with methyl isobutyl ketone, and concentrated in vacuum ag...